This data is from the Open Reaction Database (ORD), a public repository of structured organic reaction records. The task is: describe an organic reaction: reactants, conditions, products, and yield The reactants are ClC=1C(=NC=CN1)N1CCN(CCC1)C(=O)OC(C)(C)C (tert-Butyl 4-(3-chloropyrazin-2-yl)-1,4-diazepane-1-carboxylate), O (Water), CC(C)(C)[O-].[K+] (t-BuOK). The solvent is C(CO)O (ethylene glycol), O1CCOCC1 (dioxane). Conditions: temperature 90 celsius. Product: OCCOC=1C(=NC=CN1)N1CCN(CCC1)C(=O)OC(C)(C)C (tert-Butyl 4-[3-(2-hydroxyethoxy)pyrazin-2-yl]-1,4-diazepane-1-carboxylate). Reaction SMILES: Cl[C:2]1[C:3]([N:8]2[CH2:14][CH2:13][CH2:12][N:11]([C:15]([O:17][C:18]([CH3:21])([CH3:20])[CH3:19])=[O:16])[CH2:10][CH2:9]2)=[N:4][CH:5]=[CH:6][N:7]=1.C[C:23]([O-:26])([CH3:25])C.[K+].[OH2:28]>C(O)CO.O1CCOCC1>[OH:28][CH2:25][CH2:23][O:26][C:2]1[C:3]([N:8]2[CH2:14][CH2:13][CH2:12][N:11]([C:15]([O:17][C:18]([CH3:21])([CH3:20])[CH3:19])=[O:16])[CH2:10][CH2:9]2)=[N:4][CH:5]=[CH:6][N:7]=1 |f:1.2|. Procedure details: To a stirred mixture of tert-butyl 4-(3-chloropyrazin-2-yl)-1,4-diazepane-1-carboxylate (2.5 g, 8.0 mmol; from Step 1) in ethylene glycol (8 mL) and dioxane (25 mL), was added t-BuOK (0.99 g, 8.8 mmol). The mixture was heated at 90° C. with condenser, under N2, overnight. Water (10 mL) was added to the light brown mixture and extracted with dichloromethane (3×20 mL). The organic phase was dried over MgSO4. The solution was filtered and the solvent evaporated. The residue was purified by chromato... The reactants are [Na] (sodium), C[O-].[Na+] (sodium methoxide), CO (methanol), ClC1=C(C=CC(=C1)Cl)[N+](=O)[O-] (2,4-dichloro-nitrobenzene), CO (methanol), CO (methanol). Product: COC1=C(C=CC(=C1)OC)[N+](=O)[O-] (2,4-Dimethoxynitrobenzene). RXN SMILES: [CH3:1][O-:2].[Na+].[Na].Cl[C:6]1[CH:11]=[C:10](Cl)[CH:9]=[CH:8][C:7]=1[N+:13]([O-:15])=[O:14].[CH3:16][OH:17]>>[CH3:1][O:2][C:6]1[CH:11]=[C:10]([O:17][CH3:16])[CH:9]=[CH:8][C:7]=1[N+:13]([O-:15])=[O:14] |f:0.1,^1:3|. Procedure: To a solution of sodium methoxide in methanol (freshly prepared by adding 50.0 g (2.17 mol) of sodium, in portions, to 1.5 l of methanol at 0° C.) was added 2,4-dichloro-nitrobenzene (95.0 g, 0.495 mol) in methanol (100 ml). After refluxing for 3 days, the reaction mixture was cooled in an ice bath and filtered, the precipitate was washed with water and dried (Na2SO4). The title compound was collected as a yellow solid (83.0 g, 91%).